From a dataset of the Open Reaction Database (ORD), a public repository of structured organic reaction records. describe an organic reaction: reactants, conditions, products, and yield The reactants are COCOc1ccc(NC(C)=O)c([N+](=O)[O-])c1, CO, [Na+], [OH-], O. As a reaction SMILES: [C:1](=[O:2])([CH3:3])[NH:4][c:5]1[c:6]([N+:15](=[O:16])[O-:17])[cH:7][c:8]([O:11][CH2:12][O:13][CH3:14])[cH:9][cH:10]1.[CH3:20][OH:21].[Na+:19].[OH-:18].[OH2:22]>>[NH2:4][c:5]1[c:6]([N+:15](=[O:16])[O-:17])[cH:7][c:8]([O:11][CH2:12][O:13][CH3:14])[cH:9][cH:10]1. Yields the product COCOc1ccc(N)c([N+](=O)[O-])c1. Procedure details: To a stirred suspension of 4-(2,6-dioxo-1,3-dipropyl-2,3,6,9-tetrahydro-1H-purin-8-yl)-bicyclo[2.2.2]octane-1-carbaldehyde oxime (400 mg, 1.03 mmol) in CHCl3 (20 ml), cooled with the aid of an ice bath, was added POCl3 (neat, 1.5 eq, 237 mg) and the resulting mixture was allowed to reach ambient temperature overnight (17 h). The reaction mixture was poured into water, the phases were separated and the organic phase was washed with saturated aqueous solution of NaHCO3, dried over Na2SO4, filtered... Yields the product O=C1N(C(C=2N=C(NC2N1CCC)C12CCC(CC1)(CC2)C#N)=O)CCC (4-(2,6-Dioxo-1,3-dipropyl-2,3,6,9-tetrahydro-1H-purin-8-yl)-bicyclo[2.2.2]octane-1-carbonitrile). Solvent: C(Cl)(Cl)Cl (CHCl3). Reaction SMILES: [O:1]=[C:2]1[N:10]([CH2:11][CH2:12][CH3:13])[C:9]2[NH:8][C:7]([C:14]34[CH2:21][CH2:20][C:17]([CH:22]=[N:23]O)([CH2:18][CH2:19]3)[CH2:16][CH2:15]4)=[N:6][C:5]=2[C:4](=[O:25])[N:3]1[CH2:26][CH2:27][CH3:28].O=P(Cl)(Cl)Cl.O>C(Cl)(Cl)Cl>[O:1]=[C:2]1[N:10]([CH2:11][CH2:12][CH3:13])[C:9]2[NH:8][C:7]([C:14]34[CH2:19][CH2:18][C:17]([C:22]#[N:23])([CH2:20][CH2:21]3)[CH2:16][CH2:15]4)=[N:6][C:5]=2[C:4](=[O:25])[N:3]1[CH2:26][CH2:27][CH3:28]. Starting materials: O=P(Cl)(Cl)Cl (POCl3), O=C1N(C(C=2N=C(NC2N1CCC)C12CCC(CC1)(CC2)C=NO)=O)CCC (4-(2,6-dioxo-1,3-dipropyl-2,3,6,9-tetrahydro-1H-purin-8-yl)-bicyclo[2.2.2]octane-1-carbaldehyde oxime), O (water). Reaction conditions: time 8 hour. Isolated yield 94.6%. Yield: 17.4%. Reported procedure: A mixture of 2,2,2-trichloroethyl 2-bromoethyl-2-methyl-6-(2-phenylacetamido)penam-3-carboxylate (1.08 g), sodium azide (0.26 g), acetone (20 ml) and water (4 ml) was stirred for 4 hours at room temperature. After acetone was distilled off under reduced pressure, the residue was extracted with ethyl acetate. The ethyl acetate layer was washed with water, with saturated sodium bicarbonate aqueous solution and further with water and then dried over magnesium sulfate. The solvent was distilled off ... Starting materials: BrCCC1(S[C@H]2N(C1C(=O)OCC(Cl)(Cl)Cl)C(C2NC(CC2=CC=CC=C2)=O)=O)C (2,2,2-trichloroethyl 2-bromoethyl-2-methyl-6-(2-phenylacetamido)penam-3-carboxylate), [N-]=[N+]=[N-].[Na+] (sodium azide), CC(=O)C (acetone). Run at time 4 hour. Yields the product N(=[N+]=[N-])C1(CS[C@H]2N(C1C(=O)OCC(Cl)(Cl)Cl)C(C2NC(CC2=CC=CC=C2)=O)=O)C (2,2,2,-trichloroethyl 3-azido-3-methyl-7-(2-phenylacetamido)cepham-4-carboxylate). As a reaction SMILES: Br[CH2:2][CH2:3][C:4]1(C)[CH:8]([C:9]([O:11][CH2:12][C:13]([Cl:16])([Cl:15])[Cl:14])=[O:10])[N:7]2[C:17](=[O:29])[CH:18]([NH:19][C:20](=[O:28])[CH2:21][C:22]3[CH:27]=[CH:26][CH:25]=[CH:24][CH:23]=3)[C@H:6]2[S:5]1.[N-:31]=[N+:32]=[N-:33].[Na+].CC(C)=O>O>[N:31]([C:3]1([CH3:2])[CH:8]([C:9]([O:11][CH2:12][C:13]([Cl:15])([Cl:14])[Cl:16])=[O:10])[N:7]2[C:17](=[O:29])[CH:18]([NH:19][C:20](=[O:28])[CH2:21][C:22]3[CH:23]=[CH:24][CH:25]=[CH:26][CH:27]=3)[C@H:6]2[S:5][CH2:4]1)=[N+:32]=[N-:33] |f:1.2|. Run in O (water). Reactants: C(C)C1=NOC(=C1C=1NC2=CC=CC=C2C1C(CCC(=O)O)=O)C (2-(3-ethyl-5-methyl-4-isoxazolyl)-γ-oxo-indole-3-butanoic acid), ON1C(CCC1=O)=O (N-hydroxy-succinimide), C1(CCCCC1)N=C=NC1CCCCC1 (dicyclohexylcarbodiimide). The solvent is C(Cl)Cl (methylene chloride), C(Cl)Cl (CH2Cl2). Run at time 5 hour. Product: C(C)C1=NOC(=C1C=1NC2=CC=CC=C2C1C(CCC(=O)N(C)C)=O)C (2-(3-ethyl-5-methyl-4-isoxazoly)-N,N-dimethyl-γ-oxo-indole-3-butanamide). Reaction SMILES: [CH2:1]([C:3]1[C:7]([C:8]2[NH:9][C:10]3[C:15]([C:16]=2[C:17](=[O:23])[CH2:18][CH2:19][C:20](O)=[O:21])=[CH:14][CH:13]=[CH:12][CH:11]=3)=[C:6]([CH3:24])[O:5][N:4]=1)[CH3:2].O[N:26]1[C:30](=O)CC[C:27]1=O.C1(N=C=NC2CCCCC2)CCCCC1>C(Cl)Cl>[CH2:1]([C:3]1[C:7]([C:8]2[NH:9][C:10]3[C:15]([C:16]=2[C:17](=[O:23])[CH2:18][CH2:19][C:20]([N:26]([CH3:30])[CH3:27])=[O:21])=[CH:14][CH:13]=[CH:12][CH:11]=3)=[C:6]([CH3:24])[O:5][N:4]=1)[CH3:2]. Procedure: A solution of 978 mg (0.003 mole) of 2-(3-ethyl-5-methyl-4-isoxazolyl)-γ-oxo-indole-3-butanoic acid in 15 ml of methylene chloride is treated with 345 mg (0.003 mole) of N-hydroxy-succinimide followed by the dropwise addition of 618 mg (0.003 mole) of dicyclohexylcarbodiimide in 10 ml CH2Cl2. The resulting mixture is stirred 5 hours at room temperature. The mixture is then filtered, and the filter cake is washed with CH2Cl2. The combined CH2Cl2 layers are added dropwise to 20 ml of 40% aqueous d... The reactants are O[C@@H]1[C@H](NCC1)C(=O)O (trans-3-hydroxy-L-proline), borontrifluoride diethyl ether, CO (methanol). Yields the product O[C@@H]1[C@H](NCC1)C(=O)OC ((2S,3S)-methyl 3-hydroxypyrrolidine-2-carboxylate). Reaction SMILES: [OH:1][C@H:2]1[CH2:6][CH2:5][NH:4][C@@H:3]1[C:7]([OH:9])=[O:8].[CH3:10]O>>[OH:1][C@H:2]1[CH2:6][CH2:5][NH:4][C@@H:3]1[C:7]([O:9][CH3:10])=[O:8]. Reported procedure: To a stirred solution of trans-3-hydroxy-L-proline (15 g, 0.114 moles) in methanol (200 mL) was added borontrifluoride diethyl ether (42 mL, 0.343 moles) and the reaction mixture was refluxed for 48 h. Once the starting material had disappeared (monitored by TLC) the reaction mixture was concentrated to get the title compound which was used in the next step without further purification. Reactants: CCOC(=O)CBr, C1CCOC1, CS(=O)(=O)O, [Zn], Cc1cc(C#N)nc(-n2ccnc2)n1. The product is CCOC(=O)CC(=O)c1cc(C)nc(-n2ccnc2)n1. RXN SMILES: [Br:20][CH2:21][C:22](=[O:23])[O:24][CH2:25][CH3:26].[CH2:27]1[O:28][CH2:29][CH2:30][CH2:31]1.[CH3:1][S:2]([OH:3])(=[O:4])=[O:5].[Zn:32].[n:6]1(-[c:11]2[n:12][c:13]([CH3:19])[cH:14][c:15]([C:17]#[N:18])[n:16]2)[cH:7][n:8][cH:9][cH:10]1>>[O:3]=[C:17]([c:15]1[cH:14][c:13]([CH3:19])[n:12][c:11](-[n:6]2[cH:7][n:8][cH:9][cH:10]2)[n:16]1)[CH2:21][C:22](=[O:23])[O:24][CH2:25][CH3:26].